This data is from the Open Reaction Database (ORD), a public repository of structured organic reaction records. The task is: describe an organic reaction: reactants, conditions, products, and yield Starting materials: CO (MeOH), LiOH monohydrate, N(=[N+]=[N-])C=1C=C(C=CC1O)C[C@@H](C(=O)O)NC(=O)C1=CC2=C(N(C(=N2)C2=COC=C2)C2CCCCC2)C=C1 ((S)-3-(3-Azido-4-hydroxy-phenyl)-2-{[1-(1-cyclohexyl-2-furan-3-yl-1H-benzimidazol-5-yl)-methanoyl]-amino}-propionic acid), BrCC(=O)OC (methyl bromoacetate), C(=O)([O-])[O-].[Cs+].[Cs+] (Cs2CO3). Run in C1CCOC1 (THF), CC(=O)C (acetone). Yields the product N(=[N+]=[N-])C=1C=C(C=CC1OCC(=O)O)C[C@@H](C(=O)O)NC(=O)C1=CC2=C(N(C(=N2)C2=COC=C2)C2CCCCC2)C=C1 ((S)-3-(3-Azido-4-carboxymethoxy-phenyl)-2-{[1-(1-cyclohexyl-2-furan-3-yl-1H-benzimidazol-5-yl)-methanoyl]-amino}-propionic acid). As a reaction SMILES: [N:1]([C:4]1[CH:5]=[C:6]([CH2:11][C@H:12]([NH:16][C:17]([C:19]2[CH:38]=[CH:37][C:22]3[N:23]([CH:31]4[CH2:36][CH2:35][CH2:34][CH2:33][CH2:32]4)[C:24]([C:26]4[CH:30]=[CH:29][O:28][CH:27]=4)=[N:25][C:21]=3[CH:20]=2)=[O:18])[C:13]([OH:15])=[O:14])[CH:7]=[CH:8][C:9]=1[OH:10])=[N+:2]=[N-:3].Br[CH2:40][C:41]([O:43]C)=[O:42].C([O-])([O-])=O.[Cs+].[Cs+].CO>CC(C)=O.C1COCC1>[N:1]([C:4]1[CH:5]=[C:6]([CH2:11][C@H:12]([NH:16][C:17]([C:19]2[CH:38]=[CH:37][C:22]3[N:23]([CH:31]4[CH2:36][CH2:35][CH2:34][CH2:33][CH2:32]4)[C:24]([C:26]4[CH:30]=[CH:29][O:28][CH:27]=4)=[N:25][C:21]=3[CH:20]=2)=[O:18])[C:13]([OH:15])=[O:14])[CH:7]=[CH:8][C:9]=1[O:10][CH2:40][C:41]([OH:43])=[O:42])=[N+:2]=[N-:3] |f:2.3.4|. Reported procedure: (S)-3-(3-Azido-4-hydroxy-phenyl)-2-{[1-(1-cyclohexyl-2-furan-3-yl-1H-benzoimidazol-5-yl)-methanoyl]-amino}-propionic acid (Example 146, 0.230 g, 0.44 mmol) and methyl bromoacetate (0.136 g, 0.89 mmol) were stirred in acetone (4 mL) in the presence of Cs2CO3 (0.058 g, 0.18 mmol) for 20 h at room temperature. The reaction mixture was concentrated to dryness and dissolved in water, acidify to pH 4 and extracted with EtOAc (3×). The combined organic layers were dried over anhydrous MgSO4 and concent... Starting materials: ClC1=C(C=CC(=C1F)S(=O)(=O)C1=CC=C(C=C1)C(N(C)C)=O)NC([C@@](C(F)(F)F)(C)O)=O ((R)-N-{2-Chloro-3-fluoro-4-[4-(N,N-dimethylcarbamoyl)phenylsulphonyl]phenyl}-2-hydroxy-2-methyl-3,3,3-trifluoropropanamide), SC1=CC=C(C(=O)O)C=C1 (4-mercaptobenzoic acid). Yields the product ClC1=C(C=CC(=C1SC1=CC=C(C=C1)C(=O)O)S(=O)(=O)C1=CC=C(C=C1)C(N(C)C)=O)NC([C@@](C(F)(F)F)(C)O)=O ((R)-N-{2-Chloro-3-(4-carboxyphenylsulphanyl)-4-[4-(N,N-dimethylcarbamoyl)phenylsulphonyl]phenyl}-2-hydroxy-2-methyl-3,3,3-trifluoropropanamide). Reaction SMILES: [Cl:1][C:2]1[C:7](F)=[C:6]([S:9]([C:12]2[CH:17]=[CH:16][C:15]([C:18](=[O:22])[N:19]([CH3:21])[CH3:20])=[CH:14][CH:13]=2)(=[O:11])=[O:10])[CH:5]=[CH:4][C:3]=1[NH:23][C:24](=[O:32])[C@:25]([OH:31])([CH3:30])[C:26]([F:29])([F:28])[F:27].[SH:33][C:34]1[CH:42]=[CH:41][C:37]([C:38]([OH:40])=[O:39])=[CH:36][CH:35]=1>>[Cl:1][C:2]1[C:7]([S:33][C:34]2[CH:42]=[CH:41][C:37]([C:38]([OH:40])=[O:39])=[CH:36][CH:35]=2)=[C:6]([S:9]([C:12]2[CH:13]=[CH:14][C:15]([C:18](=[O:22])[N:19]([CH3:21])[CH3:20])=[CH:16][CH:17]=2)(=[O:11])=[O:10])[CH:5]=[CH:4][C:3]=1[NH:23][C:24](=[O:32])[C@:25]([OH:31])([CH3:30])[C:26]([F:27])([F:28])[F:29]. Procedure details: (R)-N-{2-Chloro-3-fluoro-4-[4-(N,N-dimethylcarbamoyl)phenylsulphonyl]phenyl}-2-hydroxy-2-methyl-3,3,3-trifluoropropanamide (Example 18) was treated with 4-mercaptobenzoic acid according to the procedure of Example 50 to yield the title compound as a white solid.(0.39 g, 25%). NMR: 1.60 (s, 3H), 2.90 (s, 3H), 3.00 (s, 3H), 7.55-7.65 (m, 4H); 7.90-7.95 (m, 4H), 8.05 (s, 1H), 8.55 (d, 1H), 8.65 (d, 1H), 9.95 (s, 1H); 10.60 (s, 1H); m/z: 629. RXN SMILES: [C:1](O)(=[S:8])[C:2]1[CH:7]=[CH:6][CH:5]=[CH:4][CH:3]=1.C(=O)(O)[O-].[Na+:14].CC(O[CH2:19][C:20]1[CH2:37][S:36][C@@H:23]2[C@H:24]([NH:27][C:28]([CH2:30][C:31]3[S:35][CH:34]=[CH:33][CH:32]=3)=[O:29])[C:25](=[O:26])[N:22]2[C:21]=1[C:38]([OH:40])=[O:39])=O.[H-].[Na+]>O>[Na+:14].[S:35]1[CH:34]=[CH:33][CH:32]=[C:31]1[CH2:30][C:28]([NH:27][CH:24]1[C:25](=[O:26])[N:22]2[C:21]([C:38]([O-:40])=[O:39])=[C:20]([CH2:19][C:1](=[S:8])[C:2]3[CH:7]=[CH:6][CH:5]=[CH:4][CH:3]=3)[CH2:37][S:36][C@H:23]12)=[O:29] |f:1.2,4.5,7.8|. Procedure details: Thiobenzoic acid (1.41 g, 10.2 mmol) and sodium bicarbonate (0.857 g, 10.2 mmol) were stirred in 30 ml of H2O and heated to 50° C. The mixture was filtered through silica gel, and the filtrate was added to cephalothin (1.43 g, 3.4 mmol) in 20 ml of H2O. The reaction mixture was stirred for 20 hours at 50° C. 7-Thiophenylacetamido-3-thiobenzoylmethyl-3-cephem-4-carboxylic acid (0.791 g) was collected by filtration. 50 mg of this material was dissolved in DMF (2 ml). Sodium hydride (4.4 mg. 0.11 m... Reaction conditions: temperature 50 celsius, time 20 hour. Product: [Na+].S1C(=CC=C1)CC(=O)NC1[C@@H]2N(C(=C(CS2)CC(C2=CC=CC=C2)=S)C(=O)[O-])C1=O (7-thiophenylacetamido-3-thiobenzoylmethyl-3-cephem-4-carboxylate sodium salt). The reactants are CC(=O)OCC1=C(N2[C@@H]([C@@H](C2=O)NC(=O)CC3=CC=CS3)SC1)C(=O)O (cephalothin), [H-].[Na+] (Sodium hydride), C(C1=CC=CC=C1)(=S)O (Thiobenzoic acid), C([O-])(O)=O.[Na+] (sodium bicarbonate). Run in O (H2O), O (H2O). Starting materials: C(C)[C@]1(CC(OCC=2C(N3CC=4C(=NC=5C=C(C=C(C5C4)F)F)C3=CC21)=O)=O)O ((5R)-5-ethyl-9,11-difluoro-5-hydroxy-4,5,13,15-tetrahydro-1H,3H-oxepino[3′,4′:6,7]indolizino[1,2-b]quinoline-3,15-dione), CC(CCC=O)(C)C (4,4-dimethylpentanal). The product is CC(CCC1=C2C(=NC=3C=C(C=C(C13)F)F)C1=CC3=C(C(N1C2)=O)COC(C[C@]3(O)CC)=O)(C)C ((5R)-12-(3,3-dimethylbutyl)-5-ethyl-9,11-difluoro-5-hydroxy-4,5,13,15-tetrahydro-1H,3H-oxepino[3′,4′:6,7]indolizino[1,2-b]quinoline-3,15-dione). Reaction SMILES: [CH2:1]([C@:3]1([OH:29])[C:26]2[CH:25]=[C:24]3[N:10]([CH2:11][C:12]4[C:13]3=[N:14][C:15]3[CH:16]=[C:17]([F:23])[CH:18]=[C:19]([F:22])[C:20]=3[CH:21]=4)[C:9](=[O:27])[C:8]=2[CH2:7][O:6][C:5](=[O:28])[CH2:4]1)[CH3:2].[CH3:30][C:31]([CH3:37])([CH3:36])[CH2:32][CH2:33]C=O>>[CH3:30][C:31]([CH3:37])([CH3:36])[CH2:32][CH2:33][C:21]1[C:20]2[C:19]([F:22])=[CH:18][C:17]([F:23])=[CH:16][C:15]=2[N:14]=[C:13]2[C:24]3[N:10]([CH2:11][C:12]=12)[C:9](=[O:27])[C:8]1[CH2:7][O:6][C:5](=[O:28])[CH2:4][C@@:3]([CH2:1][CH3:2])([OH:29])[C:26]=1[CH:25]=3. Procedure details: The product of Example 100 is treated with 4,4-dimethylpentanal according to a procedure similar to Stage 95e in order to produce the expected solid. Yields the product CN1CCN(c2nc3cc([N+](=O)[O-])ccc3o2)CC1. Reaction SMILES: [CH3:20][N:21]1[CH2:22][CH2:23][NH:24][CH2:25][CH2:26]1.[CH3:27][c:28]1[cH:29][cH:30][cH:31][cH:32][cH:33]1.[Cl:1][P:2]([Cl:3])([Cl:4])([Cl:5])[Cl:6].[SH:7][c:8]1[o:9][c:10]2[c:11]([n:12]1)[cH:13][c:14]([N+:17](=[O:18])[O-:19])[cH:15][cH:16]2>>[c:8]1([N:24]2[CH2:23][CH2:22][N:21]([CH3:20])[CH2:26][CH2:25]2)[o:9][c:10]2[c:11]([n:12]1)[cH:13][c:14]([N+:17](=[O:18])[O-:19])[cH:15][cH:16]2. Starting materials: CN1CCNCC1, Cc1ccccc1, ClP(Cl)(Cl)(Cl)Cl, O=[N+]([O-])c1ccc2oc(S)nc2c1.